From a dataset of the Open Reaction Database (ORD), a public repository of structured organic reaction records. describe an organic reaction: reactants, conditions, products, and yield Reactants: COC=C1C(=O)NC(=O)c2ccc(Br)cc21, CCOC(C)=O, CN(C)C=O, Cc1nn(-c2ccc(N)cc2)c(C)c1Cl, O. Product: Cc1nn(-c2ccc(NC=C3C(=O)NC(=O)c4ccc(Br)cc43)cc2)c(C)c1Cl. As a reaction SMILES: [Br:16][c:17]1[cH:18][c:19]2[c:24]([cH:25][cH:26]1)[C:23](=[O:27])[NH:22][C:21](=[O:28])[C:20]2=[CH:29][O:30][CH3:31].[CH3:32][CH2:33][O:34][C:35]([CH3:36])=[O:37].[CH3:39][N:40]([CH3:41])[CH:42]=[O:43].[Cl:1][c:2]1[c:3]([CH3:15])[n:4][n:5](-[c:8]2[cH:9][cH:10][c:11]([NH2:14])[cH:12][cH:13]2)[c:6]1[CH3:7].[OH2:38]>>[Cl:1][c:2]1[c:3]([CH3:15])[n:4][n:5](-[c:8]2[cH:9][cH:10][c:11]([NH:14][CH:29]=[C:20]3[c:19]4[cH:18][c:17]([Br:16])[cH:26][cH:25][c:24]4[C:23](=[O:27])[NH:22][C:21]3=[O:28])[cH:12][cH:13]2)[c:6]1[CH3:7].